Dataset: the Open Reaction Database (ORD), a public repository of structured organic reaction records. Task: describe an organic reaction: reactants, conditions, products, and yield The reactants are BrCC(=O)OCC (ethyl bromoacetate), C([O-])([O-])=O.[Na+].[Na+] (sodium carbonate), O=S1(CC(CN(C2=C1C=C(C(=C2)SC)O)C2=CC=CC=C2)(CCCC)CCCC)=O (1,1-dioxo-3,3-dibutyl-5-phenyl-7-methylthio-8-hydroxy-2,3,4,5-tetrahydro-1,5-benzothiazepine). The reagents and catalysts are [Br-].C(CCC)[N+](CCCC)(CCCC)CCCC (tetrabutylammonium bromide). Solvent: CC#N (MeCN). Product: O=S1(CC(CN(C2=C1C=C(C(=C2)SC)C(=O)OCC)C2=CC=CC=C2)(CCCC)CCCC)=O (1,1-Dioxo-3,3-dibutyl-5-phenyl-7-methylthio-8-ethoxycarbonyl-2,3,4,5-tetrahydro-1,5-benzothiazepine). Yield: 106.8%. RXN SMILES: [O:1]=[S:2]1(=[O:30])[C:8]2[CH:9]=[C:10](O)[C:11]([S:13][CH3:14])=[CH:12][C:7]=2[N:6]([C:16]2[CH:21]=[CH:20][CH:19]=[CH:18][CH:17]=2)[CH2:5][C:4]([CH2:26][CH2:27][CH2:28][CH3:29])([CH2:22][CH2:23][CH2:24][CH3:25])[CH2:3]1.BrC[C:33]([O:35][CH2:36][CH3:37])=[O:34].C(=O)([O-])[O-].[Na+].[Na+]>CC#N.[Br-].C([N+](CCCC)(CCCC)CCCC)CCC>[O:1]=[S:2]1(=[O:30])[C:8]2[CH:9]=[C:10]([C:33]([O:35][CH2:36][CH3:37])=[O:34])[C:11]([S:13][CH3:14])=[CH:12][C:7]=2[N:6]([C:16]2[CH:21]=[CH:20][CH:19]=[CH:18][CH:17]=2)[CH2:5][C:4]([CH2:22][CH2:23][CH2:24][CH3:25])([CH2:26][CH2:27][CH2:28][CH3:29])[CH2:3]1 |f:2.3.4,6.7|. Procedure: To a suspension of 1,1-dioxo-3,3-dibutyl-5-phenyl-7-methylthio-8-hydroxy-2,3,4,5-tetrahydro-1,5-benzothiazepine (Method 3; 12.85 g, 28.71 mmol) in MeCN (150 ml) was added ethyl bromoacetate (3.85 ml, 34.6 mmol), tetrabutylammonium bromide (0.925 g, 2.869 mmol) and sodium carbonate (12.85 g, 121.2 mmol). The mixture was heated under reflux for 5 hours. The solvent was removed under reduced pressure and the residue was partitioned between DCM and 0.5 M HCl. The organic layer was washed with brine,... Reactants: C(C)(=O)NC1=CC=C(C=C1)C1=NN(C(C2=CC3=C(C=C12)OCO3)C)C(N(C)C)=O (4-(4-acetylaminophenyl)-1,2-dihydro-2-(N,N-dimethylcarbamoyl)-1-methyl-6,7-methylendioxyphthalazine). Run in [OH-].[Na+] (sodium hydroxide), CO (methanol), CCOC(=O)C (EtOAc), O (water). The product is NC1=CC=C(C=C1)C1=NN(C(C2=CC3=C(C=C12)OCO3)C)C(N(C)C)=O (4-(4-Aminophenyl)-1,2-dihydro-2-(N,N-dimethylcarbamoyl)-1-methyl-6,7-methylendioxyphthalazine). The yield is 71.5%. RXN SMILES: C([NH:4][C:5]1[CH:10]=[CH:9][C:8]([C:11]2[C:20]3[C:15](=[CH:16][C:17]4[O:23][CH2:22][O:21][C:18]=4[CH:19]=3)[CH:14]([CH3:24])[N:13]([C:25](=[O:29])[N:26]([CH3:28])[CH3:27])[N:12]=2)=[CH:7][CH:6]=1)(=O)C>[OH-].[Na+].CO.CCOC(C)=O.O>[NH2:4][C:5]1[CH:10]=[CH:9][C:8]([C:11]2[C:20]3[C:15](=[CH:16][C:17]4[O:23][CH2:22][O:21][C:18]=4[CH:19]=3)[CH:14]([CH3:24])[N:13]([C:25](=[O:29])[N:26]([CH3:28])[CH3:27])[N:12]=2)=[CH:7][CH:6]=1 |f:1.2|. Procedure details: A solution of 4-(4-acetylaminophenyl)-1,2-dihydro-2-(N,N-dimethylcarbamoyl)-1-methyl-6,7-methylendioxyphthalazine (97 mg, 0.25 mmole) in 1N sodium hydroxide (3 mL) and methanol (7 mL) was heated to reflux for 72 hours, cooled to ambient temperature, diluted with EtOAc (25 mL) and water (25 mL). The aqueous layer was washed with EtOAc and the combined organic layers were dried (MgSO4) and evaporated. The residue was chromatographed on silica gel with 25% hexanes/EtOAc to leave a light yellow foam... Starting materials: NC1=NC(=NC(=N1)C#N)NC1=C(C(=CC=C1)F)F (2-amino-4 cyano-6-(2,3-difluorophenylamino)-[1,3,5]triazine), NC1=NC(=NC(=N1)C#N)NC1=C(C(=CC=C1)F)F (2-amino-4 cyano-6-(2,3-difluorophenylamino)-[1,3,5]triazine), C([O-])([O-])=O.[K+].[K+] (potassium carbonate), CI (methyl iodide), CN(C)C=O (DMF). The solvent is C(CC(O)(C(=O)O)CC(=O)O)(=O)O (citric acid). Reaction conditions: time 1 hour. Yields the product NC1=NC(=NC(=N1)C#N)N(C)C1=C(C(=CC=C1)F)F (2-Amino-4-cyano-6-(2,3-difluorophenyl-N-methylamino)-[1,3,5]triazine). Yield: 91.1%. Reaction SMILES: [NH2:1][C:2]1[N:7]=[C:6]([C:8]#[N:9])[N:5]=[C:4]([NH:10][C:11]2[CH:16]=[CH:15][CH:14]=[C:13]([F:17])[C:12]=2[F:18])[N:3]=1.[C:19](=O)([O-])[O-].[K+].[K+].CI.CN(C=O)C>C(O)(=O)CC(CC(O)=O)(C(O)=O)O>[NH2:1][C:2]1[N:7]=[C:6]([C:8]#[N:9])[N:5]=[C:4]([N:10]([C:11]2[CH:16]=[CH:15][CH:14]=[C:13]([F:17])[C:12]=2[F:18])[CH3:19])[N:3]=1 |f:1.2.3|. Procedure: To 2-amino-4 cyano-6-(2,3-difluorophenylamino)-[1,3,5]triazine (Intermediate 54, 332 mg, 1.34 mmol) were added potassium carbonate (203 mg, 1.46 mmol), methyl iodide (83 μL, 1.34 mmol) and anhydrous DMF (3 mL). The mixture was stirred at room temperature for 1 h and then diluted with 1M aq. citric acid (10 mL). The resulting mixture was extracted with ethyl acetate (2×10 mL) and the combined extracts washed with water (4×10 mL), saturated brine (10 mL) and dried further over anhydrous sodium sul... The reactants are O1CCN(CC1)CCOC1=C(C(OC2=CC=CC(=C12)O)=O)C1=CC=CC=C1 (4-(2'-Morpholinoethoxy)-5-hydroxy-3-phenyl-coumarin), S(=O)(=O)(OC)OC (dimethyl sulphate), C([O-])([O-])=O.[K+].[K+] (potassium carbonate), [I-].[K+] (potassium iodide). Solvent: C(C(C)C)C(=O)C (methyl isobutyl ketone). Yields the product COC1=C2C(=C(C(OC2=CC=C1)=O)C1=CC=CC=C1)OCCN1CCOCC1 (5-Methoxy-4-(2'-morpholinoethoxy)-3-phenyl-coumarin). Yield: 25.2%. Reaction SMILES: [O:1]1[CH2:6][CH2:5][N:4]([CH2:7][CH2:8][O:9][C:10]2[C:19]3[C:14](=[CH:15][CH:16]=[CH:17][C:18]=3[OH:20])[O:13][C:12](=[O:21])[C:11]=2[C:22]2[CH:27]=[CH:26][CH:25]=[CH:24][CH:23]=2)[CH2:3][CH2:2]1.[C:28](=O)([O-])[O-].[K+].[K+].[I-].[K+].S(OC)(OC)(=O)=O>C(C(C)=O)C(C)C>[CH3:28][O:20][C:18]1[CH:17]=[CH:16][CH:15]=[C:14]2[C:19]=1[C:10]([O:9][CH2:8][CH2:7][N:4]1[CH2:3][CH2:2][O:1][CH2:6][CH2:5]1)=[C:11]([C:22]1[CH:23]=[CH:24][CH:25]=[CH:26][CH:27]=1)[C:12](=[O:21])[O:13]2 |f:1.2.3,4.5|. Procedure: 18.4 g. (0.05 mol) of 4-(2'-morpholinoethoxy)-5-hydroxy-3-phenyl coumarin (Example 30), 9.7 g. (0.07 mol) of potassium carbonate, 0.5 g. of potassium iodide and 250 ml. of methyl isobutyl ketone are brought over one hour to 80° C. The temperature is then brought to 60° C. and 7.6 g. (0.06 mol) of freshly distilled dimethyl sulphate are added dropwise in 20 minutes. Refluxing takes place for 8 hours and, after cooling, filtering is carried out. The filtrate is evaporated under vacuum and then, af...